Dataset: the Open Reaction Database (ORD), a public repository of structured organic reaction records. Task: describe an organic reaction: reactants, conditions, products, and yield Reactants: CS(=O)(=O)O, CC(C)(C)OC(=O)N1CCC(c2ccc(O)cc2)C(O)C1, OCCCSc1ccccc1. Product: CC(C)(C)OC(=O)N1CCC(c2ccc(OCCCSc3ccccc3)cc2)C(O)C1. RXN SMILES: [CH3:22][S:23]([OH:24])(=[O:25])=[O:26].[OH:1][CH:2]1[CH2:3][N:4]([C:15](=[O:16])[O:17][C:18]([CH3:19])([CH3:20])[CH3:21])[CH2:5][CH2:6][CH:7]1[c:8]1[cH:9][cH:10][c:11]([OH:14])[cH:12][cH:13]1.[c:27]1([S:33][CH2:34][CH2:35][CH2:36][OH:37])[cH:28][cH:29][cH:30][cH:31][cH:32]1>>[OH:1][CH:2]1[CH2:3][N:4]([C:15](=[O:16])[O:17][C:18]([CH3:19])([CH3:20])[CH3:21])[CH2:5][CH2:6][CH:7]1[c:8]1[cH:9][cH:10][c:11]([O:14][CH2:36][CH2:35][CH2:34][S:33][c:27]2[cH:28][cH:29][cH:30][cH:31][cH:32]2)[cH:12][cH:13]1.